Dataset: the Open Reaction Database (ORD), a public repository of structured organic reaction records. Task: describe an organic reaction: reactants, conditions, products, and yield The reactants are C(#N)C1=C(C=C(C=C1)N[C@H]1[C@H](CCCC1)NC(OC(C)(C)C)=O)NC1=CC(=NO1)C1=CC=CC=C1 (tert-butyl (1S,2R)-2-(4-cyano-3-(3-phenylisoxazol-5-ylamino)phenylamino)cyclohexylcarbamate), C(=O)([O-])[O-].[K+].[K+] (K2CO3), OO (H2O2). The solvent is CS(=O)C (DMSO). Run at time 10 minute. Product: C(N)(=O)C1=C(C=C(C=C1)N[C@H]1[C@H](CCCC1)NC(OC(C)(C)C)=O)NC1=CC(=NO1)C1=CC=CC=C1 (tert-butyl (1S,2R)-2-(4-carbamoyl-3-(3-phenylisoxazol-5-ylamino)phenylamino)cyclohexylcarbamate). Yield: 15.3%. Reaction SMILES: [C:1]([C:3]1[CH:8]=[CH:7][C:6]([NH:9][C@@H:10]2[CH2:15][CH2:14][CH2:13][CH2:12][C@@H:11]2[NH:16][C:17](=[O:23])[O:18][C:19]([CH3:22])([CH3:21])[CH3:20])=[CH:5][C:4]=1[NH:24][C:25]1[O:29][N:28]=[C:27]([C:30]2[CH:35]=[CH:34][CH:33]=[CH:32][CH:31]=2)[CH:26]=1)#[N:2].C([O-])([O-])=[O:37].[K+].[K+].OO>CS(C)=O>[C:1]([C:3]1[CH:8]=[CH:7][C:6]([NH:9][C@@H:10]2[CH2:15][CH2:14][CH2:13][CH2:12][C@@H:11]2[NH:16][C:17](=[O:23])[O:18][C:19]([CH3:22])([CH3:21])[CH3:20])=[CH:5][C:4]=1[NH:24][C:25]1[O:29][N:28]=[C:27]([C:30]2[CH:31]=[CH:32][CH:33]=[CH:34][CH:35]=2)[CH:26]=1)(=[O:37])[NH2:2] |f:1.2.3|. Procedure details: To a solution of tert-butyl (1S,2R)-2-(4-cyano-3-(3-phenylisoxazol-5-ylamino)phenylamino)cyclohexylcarbamate (38 mg, 0.080 mmol) in DMSO (1 mL), K2CO3 (100 mg, 0.724 mmol) and H2O2 (50% aq., 0.800 mL) were added. After being stirred at 100 C for 10 min, the mixture was purified by HPLC to give tert-butyl (1S,2R)-2-(4-carbamoyl-3-(3-phenylisoxazol-5-ylamino)phenylamino)cyclohexylcarbamate (6 mg). Reactants: C(#N)C=1C=C(C=CC1)NC1=C(C=NC2=CC=C(C=C12)[N+](=O)[O-])C#N (4-[(3-cyanophenyl)amino]-6-nitro-quinoline-3-carbonitrile), NN (hydrazine). The reagents and catalysts are [Pd] (palladium on carbon). The solvent is C(C)O (ethanol). Product: NC=1C=C2C(=C(C=NC2=CC1)C#N)NC1=CC(=CC=C1)C#N (6-Amino-4-[(3-cyanophenyl)amino]-quinoline-3-carbonitrile). Yield: 98.1%. RXN SMILES: [C:1]([C:3]1[CH:4]=[C:5]([NH:9][C:10]2[C:19]3[C:14](=[CH:15][CH:16]=[C:17]([N+:20]([O-])=O)[CH:18]=3)[N:13]=[CH:12][C:11]=2[C:23]#[N:24])[CH:6]=[CH:7][CH:8]=1)#[N:2].NN>[Pd].C(O)C>[NH2:20][C:17]1[CH:18]=[C:19]2[C:14](=[CH:15][CH:16]=1)[N:13]=[CH:12][C:11]([C:23]#[N:24])=[C:10]2[NH:9][C:5]1[CH:6]=[CH:7][CH:8]=[C:3]([C:1]#[N:2])[CH:4]=1. Procedure: Added 100 mg of 10% palladium on carbon to a round bottom flask under N2 and covered with 50 ml ethanol. Added 1.00 g (3.17 mmol) 4-[(3-cyanophenyl)amino]-6-nitro-quinoline-3-carbonitrile and 250 μl (7.39 mmol) anhydrous hydrazine and heated to reflux. Removed heat at 2 hours and filtered hot through celite. Stripped solvent and dried in vacuo, giving 887 mg of yellow solid: mass spectrum (electrospray m/e): M+H=286.2. Starting materials: COC1=CC=C(CN2N=CC3=C2N=CC=2CN(CCC32)C(=O)NC=3C=C(C(=O)O)C=CC3)C=C1 (3-(3-(4-methoxybenzyl)-6,7,8,9-tetrahydro-3H-pyrazolo[3,4-c][2,7]naphthyridine-7-carboxamido)benzoic acid), N1N=C(C=C1)N (1H-pyrazol-3-amine). Product: N1N=C(C=C1)NC(=O)C=1C=C(C=CC1)NC(=O)N1CCC=2C3=C(N=CC2C1)NN=C3 (N-[3-(1H-pyrazol-3-ylcarbamoyl)phenyl]-3,6,8,9-tetrahydro-7H-pyrazolo[3,4-c][2,7]naphthyridine-7-carboxamide). As a reaction SMILES: COC1C=CC(C[N:8]2[C:12]3[N:13]=[CH:14][C:15]4[CH2:16][N:17]([C:21]([NH:23][C:24]5[CH:25]=[C:26]([CH:30]=[CH:31][CH:32]=5)[C:27]([OH:29])=O)=[O:22])[CH2:18][CH2:19][C:20]=4[C:11]=3[CH:10]=[N:9]2)=CC=1.[NH:35]1[CH:39]=[CH:38][C:37]([NH2:40])=[N:36]1>>[NH:35]1[CH:39]=[CH:38][C:37]([NH:40][C:27]([C:26]2[CH:25]=[C:24]([NH:23][C:21]([N:17]3[CH2:16][C:15]4[CH:14]=[N:13][C:12]5[NH:8][N:9]=[CH:10][C:11]=5[C:20]=4[CH2:19][CH2:18]3)=[O:22])[CH:32]=[CH:31][CH:30]=2)=[O:29])=[N:36]1. Reported procedure: The compound N-[3-(1H-pyrazol-3-ylcarbamoyl)phenyl]-3,6,8,9-tetrahydro-7H-pyrazolo[3,4-c][2,7]naphthyridine-7-carboxamide was prepared using 3-(3-(4-methoxybenzyl)-6,7,8,9-tetrahydro-3H-pyrazolo[3,4-c][2,7]naphthyridine-7-carboxamido)benzoic acid and 1H-pyrazol-3-amine as described in general procedure J. The compound was obtained as a solid. LCMS [M+H]: 403. The reactants are [N+](=O)([O-])C1=C(C(=O)NC2CCC3=C(NC=4C=CC=C2C34)C3=CC=CC=C3)C=CC=C1 (5-[N-(2-nitrobenzoyl)amino]-2-phenyl-1,3,4,5-tetrahydrobenz[cd]indole), C(C)(=O)OCC (Ethyl acetate). The reagents and catalysts are [C].[Pd] (palladium-carbon). Solvent: CO (methanol). Run at time 3.5 hour. Product: NC1=C(C(=O)NC2CCC3=C(NC=4C=CC=C2C34)C3=CC=CC=C3)C=CC=C1 (5-[N-(2-aminobenzoyl)amino]-2-phenyl-1,3,4,5-tetrahydrobenz[cd]indole). Isolated yield 58.0%. RXN SMILES: [N+:1]([C:4]1[CH:30]=[CH:29][CH:28]=[CH:27][C:5]=1[C:6]([NH:8][CH:9]1[C:19]2[C:20]3[C:12](=[C:13]([C:21]4[CH:26]=[CH:25][CH:24]=[CH:23][CH:22]=4)[NH:14][C:15]=3[CH:16]=[CH:17][CH:18]=2)[CH2:11][CH2:10]1)=[O:7])([O-])=O.C(OCC)(=O)C>CO.[C].[Pd]>[NH2:1][C:4]1[CH:30]=[CH:29][CH:28]=[CH:27][C:5]=1[C:6]([NH:8][CH:9]1[C:19]2[C:20]3[C:12](=[C:13]([C:21]4[CH:22]=[CH:23][CH:24]=[CH:25][CH:26]=4)[NH:14][C:15]=3[CH:16]=[CH:17][CH:18]=2)[CH2:11][CH2:10]1)=[O:7] |f:3.4|. Procedure details: A portion (250 mg) of the compound obtained in Example 128 was suspended in methanol (50 ml) and to the suspension was added 10% palladium-carbon (25 mg). The mixture was stirred for 3.5 hours at room temperature under a hydrogen atmosphere. Ethyl acetate was added to the reaction mixture, the catalyst was filtered off and the filtrate was concentrated under reduced pressure. The residue was crystallized from ether to yield 134 mg (58%) of the titled compound. Reactants: Cl (hydrogen chloride), ClC1=CC(=C(C=C1)[C@@H]1N(CC[C@H](C1)C(CC(=O)OCC)=O)C(=O)OC)F (Trans-methyl 2-(4-chloro-2-fluorophenyl)-4-(3-ethoxy-3-oxopropanoyl)piperidine-1-carboxylate), NO (Hydroxylamine), [OH-].[Na+] (Sodium hydroxide). Run in CO (MeOH). Reaction conditions: temperature -40 celsius, time 20 minute. The product is ClC1=CC(=C(C=C1)[C@@H]1N(CC[C@H](C1)C1=CC(NO1)=O)C(=O)OC)F (trans-methyl 2-(4-chloro-2-fluorophenyl)-4-(3-oxo-2,3-dihydroisoxazol-5-yl)piperidine-1-carboxylate). The yield is 97.6%. As a reaction SMILES: [Cl:1][C:2]1[CH:7]=[CH:6][C:5]([C@H:8]2[CH2:13][C@H:12]([C:14](=[O:21])[CH2:15][C:16](OCC)=[O:17])[CH2:11][CH2:10][N:9]2[C:22]([O:24][CH3:25])=[O:23])=[C:4]([F:26])[CH:3]=1.[OH-].[Na+].[NH2:29]O.Cl>CO>[Cl:1][C:2]1[CH:7]=[CH:6][C:5]([C@H:8]2[CH2:13][C@H:12]([C:14]3[O:21][NH:29][C:16](=[O:17])[CH:15]=3)[CH2:11][CH2:10][N:9]2[C:22]([O:24][CH3:25])=[O:23])=[C:4]([F:26])[CH:3]=1 |f:1.2|. Procedure: Trans-methyl 2-(4-chloro-2-fluorophenyl)-4-(3-ethoxy-3-oxopropanoyl)piperidine-1-carboxylate (500 mg, 1.30 mmol) (from example 45, step 1) was dissolved in MeOH (6 mL) and cooled to −40° C. under nitrogen. Sodium hydroxide (0.381 mL, 1.30 mmol) was added during 10 min and the yellow solution continued to stir at −40° C. for 20 min. Hydroxylamine (50% by weight in water, 0.079 mL, 1.30 mmol) was added during 8 min. The resulting solution was stirred at −40° C. for 3 h. The mixture was then rapidl... The reactants are CC(=O)O, O, CS(=O)(=O)Nc1cc2oc(O)cc(=O)c2cc1Oc1ccccc1, O=[N+]([O-])O. Yields the product CS(=O)(=O)Nc1cc2oc(O)c([N+](=O)[O-])c(=O)c2cc1Oc1ccccc1. Reaction SMILES: [CH3:30][C:31](=[O:32])[OH:33].[OH2:29].[OH:1][c:2]1[o:3][c:4]2[c:5]([c:6](=[O:8])[cH:7]1)[cH:9][c:10]([O:18][c:19]1[cH:20][cH:21][cH:22][cH:23][cH:24]1)[c:11]([NH:13][S:14](=[O:15])(=[O:16])[CH3:17])[cH:12]2.[OH:25][N+:26]([O-:27])=[O:28]>>[OH:1][c:2]1[o:3][c:4]2[c:5]([c:6](=[O:8])[c:7]1[N+:26](=[O:25])[O-:27])[cH:9][c:10]([O:18][c:19]1[cH:20][cH:21][cH:22][cH:23][cH:24]1)[c:11]([NH:13][S:14](=[O:15])(=[O:16])[CH3:17])[cH:12]2. The reactants are FC(CCC(C(=O)O)=O)(F)F (5,5,5-trifluoro-2-oxopentanoic acid), R,S-alanine, CC1=C(C(=C(C=N1)COP(=O)(O)O)C=O)O (pyridoxal phosphate), AT-103, SC16569. Solvent: P(=O)([O-])([O-])[O-].[K+].[K+].[K+] (potassium phosphate). Product: FC(CC[C@H](C(=O)O)N)(F)F ((R)-5,5,5-trifluoro-2-aminopentanoic acid). Reaction SMILES: [F:1][C:2]([F:11])([F:10])[CH2:3][CH2:4][C:5](=O)[C:6]([OH:8])=[O:7].CC1[N:18]=CC(COP(O)(O)=O)=C(C=O)C=1O>P([O-])([O-])([O-])=O.[K+].[K+].[K+]>[F:1][C:2]([F:11])([F:10])[CH2:3][CH2:4][C@@H:5]([NH2:18])[C:6]([OH:8])=[O:7] |f:2.3.4.5|. Procedure details: A solution containing 5,5,5-trifluoro-2-oxopentanoic acid (100 mg, 0.588 mmoles), R,S-alanine (200 mg, 2.244 mmoles), and 0.02 mM pyridoxal phosphate, in 0.1 M potassium phosphate buffer, pH 7.5, was incubated with R-transaminase AT-103 from Biocatalytics (5 mg, 44 units) or cloned R-transaminase from Bacillus thuringiensis SC16569 (0.5 mL, 10 units, BMS transaminase) at 30° C. in a total volume of 5 mL in 15 mL tubes for 44 h. Reaction yields of (R)-5,5,5-trifluoro-2-aminopentanoic acid of 49% ...